From a dataset of the Open Reaction Database (ORD), a public repository of structured organic reaction records. describe an organic reaction: reactants, conditions, products, and yield The reactants are COc1cc2c(Nc3c(Cl)ccc4ccoc34)ncnc2cc1OCC1CCN(C(=O)OC(C)(C)C)CC1, ClCCl, O=C(O)C(F)(F)F. Yields the product COc1cc2c(Nc3c(Cl)ccc4ccoc34)ncnc2cc1OCC1CCNCC1. Reaction SMILES: [C:1]([O:2][C:3](=[O:4])[N:8]1[CH2:9][CH2:10][CH:11]([CH2:14][O:15][c:16]2[c:17]([O:37][CH3:38])[cH:18][c:19]3[c:20]([NH:26][c:27]4[c:28]([Cl:36])[cH:29][cH:30][c:31]5[cH:32][cH:33][o:34][c:35]45)[n:21][cH:22][n:23][c:24]3[cH:25]2)[CH2:12][CH2:13]1)([CH3:5])([CH3:6])[CH3:7].[CH2:46]([Cl:47])[Cl:48].[OH:39][C:40]([C:41]([F:42])([F:43])[F:44])=[O:45]>>[NH:8]1[CH2:9][CH2:10][CH:11]([CH2:14][O:15][c:16]2[c:17]([O:37][CH3:38])[cH:18][c:19]3[c:20]([NH:26][c:27]4[c:28]([Cl:36])[cH:29][cH:30][c:31]5[cH:32][cH:33][o:34][c:35]45)[n:21][cH:22][n:23][c:24]3[cH:25]2)[CH2:12][CH2:13]1. The reactants are CN(C)C=O, ClCc1ccccc1, [H-], [Na+], O, O=Cc1ccc(O)c(O)c1. The product is O=Cc1ccc(O)c(OCc2ccccc2)c1. As a reaction SMILES: [CH3:22][N:23]([CH3:24])[CH:25]=[O:26].[Cl:13][CH2:14][c:15]1[cH:16][cH:17][cH:18][cH:19][cH:20]1.[H-:1].[Na+:2].[OH2:21].[OH:3][c:4]1[cH:5][c:6]([CH:7]=[O:8])[cH:9][cH:10][c:11]1[OH:12]>>[O:3]([c:4]1[cH:5][c:6]([CH:7]=[O:8])[cH:9][cH:10][c:11]1[OH:12])[CH2:14][c:15]1[cH:16][cH:17][cH:18][cH:19][cH:20]1.